This data is from the Open Reaction Database (ORD), a public repository of structured organic reaction records. The task is: describe an organic reaction: reactants, conditions, products, and yield The reactants are C(=O)(C(=O)Cl)Cl ((COCl)2), COC(C1=CC(C(=O)O)=CC(=C1)[N+](=O)[O-])=O (5-nitro-isophthalic acid monomethyl ester), C(CC)NCCC (dipropylamine). The reagents and catalysts are CN(C)C=O (DMF). Solvent: C(Cl)Cl (CH2Cl2). Reaction conditions: time 1 hour. Yields the product COC(C1=CC(C(=O)N(CCC)CCC)=CC(=C1)[N+](=O)[O-])=O (5-nitro-N,N-dipropyl-isophthalamic acid methyl ester). Isolated yield 109.6%. RXN SMILES: [CH3:1][O:2][C:3](=[O:16])[C:4]1[CH:12]=[C:11]([N+:13]([O-:15])=[O:14])[CH:10]=[C:6]([C:7]([OH:9])=O)[CH:5]=1.C(Cl)(C(Cl)=O)=O.[CH2:23]([NH:26][CH2:27][CH2:28][CH3:29])[CH2:24][CH3:25]>C(Cl)Cl.CN(C=O)C>[CH3:1][O:2][C:3](=[O:16])[C:4]1[CH:12]=[C:11]([N+:13]([O-:15])=[O:14])[CH:10]=[C:6]([C:7]([N:26]([CH2:27][CH2:28][CH3:29])[CH2:23][CH2:24][CH3:25])=[O:9])[CH:5]=1. Reported procedure: A suspension of 5-nitro-isophthalic acid monomethyl ester (D77) (1.0 g, 4.44 mmol, 1 equiv) in CH2Cl2 (40 ml) was treated with (COCl)2 (655 mg, 5.2 mmol, 1.2 equiv) followed by a few drops of DMF. The resulting mixture was stirred for 1 h at room temperature and then dipropylamine (1.65 g, 15 mmol, 3.4 equiv) was added and the resulting solution stirred for a further 30 min. The solution was then washed with 2N aqueous HCl solution (50 ml), saturated aqueous NaHCO3 solution (50 ml), dried over M... Starting materials: CN1[C@@H](CCC1)CO (1-methyl-2(S)-pyrrolidinemethanol), [H-].[Na+] (NaH), BrC=1C=NC=NC1 (5-bromopyrimidine), [Cl-].[Na+].O (brine). Run in CN(C)C=O (DMF). Run at temperature 60 celsius, time 18 hour. Product: Cl.Cl.CN1[C@@H](CCC1)COC=1C=NC=NC1 (5-(1-methyl-2-(S)-pyrrolidinylmethoxy)pyrimidine dihydrochloride). As a reaction SMILES: [CH3:1][N:2]1[CH2:6][CH2:5][CH2:4][C@H:3]1[CH2:7][OH:8].[H-].[Na+].Br[C:12]1[CH:13]=[N:14][CH:15]=[N:16][CH:17]=1.[Cl-:18].[Na+].O>CN(C=O)C>[ClH:18].[ClH:18].[CH3:1][N:2]1[CH2:6][CH2:5][CH2:4][C@H:3]1[CH2:7][O:8][C:12]1[CH:13]=[N:14][CH:15]=[N:16][CH:17]=1 |f:1.2,4.5.6,8.9.10|. Procedure: To a sample of 1-methyl-2(S)-pyrrolidinemethanol (Aldrich, 16.81 mmol) in 2 mL of DMF was added 0.74 g of NaH (60% dispersion in oil, 18.49 mmol) and 2.68 g (16.81 mmol) of 5-bromopyrimidine. The reaction mixture was stirred at 60° C. for 18 hours, then poured onto ice. The mixture was diluted with brine, and extracted with methylene chloride. The extract was dried over MgSO4, and the solvent was removed. The residue was chromatographed on silica gel, eluting with 20:1 chloroform:methanol. The c... Starting materials: C#Cc1cnn2c(C(F)(F)F)cc(-c3ccc(C(F)(F)F)cc3)nc12, ClCCl, O=C(O)C(F)(F)F, O=S(=O)(Nc1ccncc1)c1ccc(Br)s1. Yields the product O=S(=O)(Nc1ccncc1)c1ccc(C#Cc2cnn3c(C(F)(F)F)cc(-c4ccc(C(F)(F)F)cc4)nc23)s1. Reaction SMILES: [C:1](#[CH:2])[c:3]1[cH:4][n:5][n:6]2[c:7]1[n:8][c:9](-[c:16]1[cH:17][cH:18][c:19]([C:22]([F:23])([F:24])[F:25])[cH:20][cH:21]1)[cH:10][c:11]2[C:12]([F:13])([F:14])[F:15].[Cl:49][CH2:50][Cl:51].[F:42][C:43]([F:44])([F:45])[C:46]([OH:47])=[O:48].[n:26]1[cH:27][cH:28][c:29]([NH:32][S:33](=[O:34])(=[O:35])[c:36]2[s:37][c:38]([Br:41])[cH:39][cH:40]2)[cH:30][cH:31]1>>[C:1](#[C:2][c:38]1[s:37][c:36]([S:33]([NH:32][c:29]2[cH:28][cH:27][n:26][cH:31][cH:30]2)(=[O:34])=[O:35])[cH:40][cH:39]1)[c:3]1[cH:4][n:5][n:6]2[c:7]1[n:8][c:9](-[c:16]1[cH:17][cH:18][c:19]([C:22]([F:23])([F:24])[F:25])[cH:20][cH:21]1)[cH:10][c:11]2[C:12]([F:13])([F:14])[F:15]. The reactants are CC1(OCCO1)C=1N=C(SC1)CN1N=CC(=C1)N (1-[4-(2-methyl-[1,3]dioxolan-2-yl)-thiazol-2-ylmethyl]-1H-pyrazol-4-ylamine), FC(C1=CC=C(C=C1)/C=C/C(=O)O)(F)F ((E)-3-(4-trifluoromethyl-phenyl)-acrylic acid). Product: C(C)(=O)C=1N=C(SC1)CN1N=CC(=C1)NC(\C=C\C1=CC=C(C=C1)C(F)(F)F)=O ((E)-N-[1-(4-Acetyl-thiazol-2-ylmethyl)-1H-pyrazol-4-yl]-3-(4-trifluoromethyl-phenyl)-acrylamide). Reaction SMILES: [CH3:1][C:2]1([C:7]2[N:8]=[C:9]([CH2:12][N:13]3[CH:17]=[C:16]([NH2:18])[CH:15]=[N:14]3)[S:10][CH:11]=2)[O:6]CCO1.[F:19][C:20]([F:33])([F:32])[C:21]1[CH:26]=[CH:25][C:24](/[CH:27]=[CH:28]/[C:29](O)=[O:30])=[CH:23][CH:22]=1>>[C:2]([C:7]1[N:8]=[C:9]([CH2:12][N:13]2[CH:17]=[C:16]([NH:18][C:29](=[O:30])/[CH:28]=[CH:27]/[C:24]3[CH:23]=[CH:22][C:21]([C:20]([F:32])([F:33])[F:19])=[CH:26][CH:25]=3)[CH:15]=[N:14]2)[S:10][CH:11]=1)(=[O:6])[CH3:1]. Reported procedure: Following general procedure B followed by C starting from 1-[4-(2-methyl-[1,3]dioxolan-2-yl)-thiazol-2-ylmethyl]-1H-pyrazol-4-ylamine and (E)-3-(4-trifluoromethyl-phenyl)-acrylic acid. LC-MS-conditions 02: tR=0.98 min; [M+H]+=421.22. The reactants are C1CCOC1, COC(=O)C(C)(C)c1cccc(Oc2ccccc2)c1, C[Si](C)(C)[O-], CCOC(C)=O, Cl, [K+]. Product: CC(C)(C(=O)O)c1cccc(Oc2ccccc2)c1. RXN SMILES: [CH2:28]1[O:29][CH2:30][CH2:31][CH2:32]1.[CH3:1][C:2]([C:3](=[O:4])[O:5][CH3:6])([CH3:7])[c:8]1[cH:9][c:10]([O:14][c:15]2[cH:16][cH:17][cH:18][cH:19][cH:20]2)[cH:11][cH:12][cH:13]1.[CH3:21][Si:22]([CH3:23])([CH3:24])[O-:25].[CH3:33][CH2:34][O:35][C:36]([CH3:37])=[O:38].[ClH:27].[K+:26]>>[CH3:1][C:2]([C:3](=[O:4])[OH:5])([CH3:7])[c:8]1[cH:9][c:10]([O:14][c:15]2[cH:16][cH:17][cH:18][cH:19][cH:20]2)[cH:11][cH:12][cH:13]1. Reactants: CC(C)(C)OC(=O)CC#N, O=C(Cl)c1cc(F)c(F)c(F)c1F, [H-], [Na+], C1CCOC1. Yields the product CC(C)(C)OC(=O)C(C#N)C(=O)c1cc(F)c(F)c(F)c1F. Reaction SMILES: [C:3](#[N:4])[CH2:5][C:6](=[O:7])[O:8][C:9]([CH3:10])([CH3:11])[CH3:12].[F:13][c:14]1[c:15]([C:16](=[O:17])[Cl:18])[cH:19][c:20]([F:25])[c:21]([F:24])[c:22]1[F:23].[H-:1].[Na+:2].[O:26]1[CH2:27][CH2:28][CH2:29][CH2:30]1>>[C:3](#[N:4])[CH:5]([C:6](=[O:7])[O:8][C:9]([CH3:10])([CH3:11])[CH3:12])[C:16]([c:15]1[c:14]([F:13])[c:22]([F:23])[c:21]([F:24])[c:20]([F:25])[cH:19]1)=[O:17]. The reactants are CC(C)(C)OC(=O)N(C(=O)OC(C)(C)C)c1nc(Cl)c(C(=O)NCc2ccc(Cl)c(Oc3cc(C#N)cc(C4CC4)c3)c2F)[nH]1, ClCCl, O=C(O)C(F)(F)F. Yields the product O=C(O)C(F)(F)F, N#Cc1cc(Oc2c(Cl)ccc(CNC(=O)c3[nH]c(N)nc3Cl)c2F)cc(C2CC2)c1. Reaction SMILES: [CH3:1][C:2]([O:3][C:4]([N:8]([C:5]([O:6][C:7]([CH3:9])([CH3:10])[CH3:11])=[O:12])[c:16]1[nH:17][c:18]([C:22](=[O:23])[NH:24][CH2:25][c:26]2[c:27]([F:45])[c:28]([O:33][c:34]3[cH:35][c:36]([C:43]#[N:44])[cH:37][c:38]([CH:40]4[CH2:41][CH2:42]4)[cH:39]3)[c:29]([Cl:32])[cH:30][cH:31]2)[c:19]([Cl:21])[n:20]1)=[O:13])([CH3:14])[CH3:15].[Cl:53][CH2:54][Cl:55].[F:46][C:47]([C:48](=[O:49])[OH:50])([F:51])[F:52]>>[F:46][C:47]([C:48](=[O:49])[OH:50])([F:51])[F:52].[NH2:8][c:16]1[nH:17][c:18]([C:22](=[O:23])[NH:24][CH2:25][c:26]2[c:27]([F:45])[c:28]([O:33][c:34]3[cH:35][c:36]([C:43]#[N:44])[cH:37][c:38]([CH:40]4[CH2:41][CH2:42]4)[cH:39]3)[c:29]([Cl:32])[cH:30][cH:31]2)[c:19]([Cl:21])[n:20]1.